describe an organic reaction: reactants, conditions, products, and yield From a dataset of the Open Reaction Database (ORD), a public repository of structured organic reaction records. The reactants are O=C([O-])[O-], COC(=O)c1ccc2c(c1)nc(Cl)c1nc(SC)ncc12, [Cs+], [Cs+], C1COCCO1, O, OB(O)c1ccccc1. The product is COC(=O)c1ccc2c(c1)nc(-c1ccccc1)c1nc(SC)ncc12. RXN SMILES: [C:31](=[O:32])([O-:33])[O-:34].[Cl:1][c:2]1[n:3][c:4]2[cH:5][c:6]([C:18](=[O:19])[O:20][CH3:21])[cH:7][cH:8][c:9]2[c:10]2[c:11]1[n:12][c:13]([S:16][CH3:17])[n:14][cH:15]2.[Cs+:35].[Cs+:36].[O:38]1[CH2:39][CH2:40][O:41][CH2:42][CH2:43]1.[OH2:37].[c:22]1([B:28]([OH:29])[OH:30])[cH:23][cH:24][cH:25][cH:26][cH:27]1>>[c:2]1(-[c:22]2[cH:23][cH:24][cH:25][cH:26][cH:27]2)[n:3][c:4]2[cH:5][c:6]([C:18](=[O:19])[O:20][CH3:21])[cH:7][cH:8][c:9]2[c:10]2[c:11]1[n:12][c:13]([S:16][CH3:17])[n:14][cH:15]2. The reactants are CCCCC(CC)COP(=O)(O)OCC(CC)CCCC, CC1CCCCC1, CC(=O)O, [Nd]. Product: CCCCC(CC)COP(=O)([O-])OCC(CC)CCCC, [Nd+]. Reaction SMILES: [CH2:2]([CH3:3])[CH:4]([CH2:5][O:6][P:7]([O:8][CH2:9][CH:10]([CH2:11][CH2:12][CH2:13][CH3:14])[CH2:15][CH3:16])([OH:17])=[O:18])[CH2:19][CH2:20][CH2:21][CH3:22].[CH3:23][CH:24]1[CH2:25][CH2:26][CH2:27][CH2:28][CH2:29]1.[CH3:30][C:31](=[O:32])[OH:33].[Nd:1]>>[CH2:2]([CH3:3])[CH:4]([CH2:5][O:6][P:7]([O:8][CH2:9][CH:10]([CH2:11][CH2:12][CH2:13][CH3:14])[CH2:15][CH3:16])(=[O:17])[O-:18])[CH2:19][CH2:20][CH2:21][CH3:22].[Nd+:1]. The reactants are C(#N)C=1C=C(C=CC1)/C(=C/C(=O)OCC)/CBr (ethyl (Z) 3-(3-cyanophenyl)-4-bromo-2-butenoate), N1N=CC=C1 (pyrazole), C([O-])([O-])=O.[Cs+].[Cs+] (cesium carbonate), C(C)(=O)OCC (ethyl acetate). Solvent: CN(C=O)C (di-methylformamide). Yields the product C(#N)C=1C=C(C=CC1)/C(=C/C(=O)OCC)/CN1N=CC=C1 (ethyl (Z)-3-(3-cyanophenyl)-4-(1H-1-pyrazolyl)-2-butenoate). Yield: 71.1%. Reaction SMILES: [C:1]([C:3]1[CH:4]=[C:5](/[C:9](/[CH2:16]Br)=[CH:10]/[C:11]([O:13][CH2:14][CH3:15])=[O:12])[CH:6]=[CH:7][CH:8]=1)#[N:2].[NH:18]1[CH:22]=[CH:21][CH:20]=[N:19]1.C(=O)([O-])[O-].[Cs+].[Cs+].C(OCC)(=O)C>CN(C)C=O>[C:1]([C:3]1[CH:4]=[C:5](/[C:9](/[CH2:16][N:18]2[CH:22]=[CH:21][CH:20]=[N:19]2)=[CH:10]/[C:11]([O:13][CH2:14][CH3:15])=[O:12])[CH:6]=[CH:7][CH:8]=1)#[N:2] |f:2.3.4|. Procedure details: To a solution of ethyl (Z) 3-(3-cyanophenyl)-4-bromo-2-butenoate (103 mg, 0.35 mmol) in 5 ml anhydrous di-methylformamide was added pyrazole (24 mg, 0.35 mmol) and cesium carbonate (228 mg, 0.7 mmol). Reaction mixture was stirred for 1.5 hours at room temperature after which 25 ml ethyl acetate was added. Organic was washed with 3×25 ml water, 3×50 ml saturated brine solution, dried over magnesium sulfate, filtered and concentrated to give ethyl (Z)-3-(3-cyanophenyl)-4-(1H-1-pyrazolyl)-2-butenoa... The reactants are COC(=O)C1(C)CCNCC1, CS(C)=O, O=[N+]([O-])c1ccc(Cl)nc1, Cl, [Na+], [Na+], O=C([O-])[O-]. The product is COC(=O)C1(C)CCN(c2ccc([N+](=O)[O-])cn2)CC1. RXN SMILES: [CH3:18][C:19]1([C:25](=[O:26])[O:27][CH3:28])[CH2:20][CH2:21][NH:22][CH2:23][CH2:24]1.[CH3:29][S:30]([CH3:31])=[O:32].[Cl:1][c:2]1[n:3][cH:4][c:5]([N+:8](=[O:9])[O-:10])[cH:6][cH:7]1.[ClH:17].[Na+:11].[Na+:12].[O-:13][C:14](=[O:15])[O-:16]>>[c:2]1([N:22]2[CH2:21][CH2:20][C:19]([CH3:18])([C:25](=[O:26])[O:27][CH3:28])[CH2:24][CH2:23]2)[n:3][cH:4][c:5]([N+:8](=[O:9])[O-:10])[cH:6][cH:7]1. The reactants are yellow oil, ClC1=C(C=CC=C1)C1=C(C=NC=C1)N(C(C1=CC(=CC(=C1)C(F)(F)F)C(F)(F)F)=O)CCS(=O)(=O)C (N-[4-(2-Chloro-phenyl)-pyridin-3-yl]-N-(2-methanesulfonyl-ethyl)-3,5-bis-trifluoromethyl-benzamide), NC=1C=C(C(=O)N(C=2C=NC=CC2C2=C(C=CC=C2)C)C)C=C(C1)C(F)(F)F (3-Amino-N-methyl-N-(4-o-tolyl-pyridin-3-yl)-5-trifluoromethyl-benzamide), BrCCO (2-bromoethanol). The product is OCCNC=1C=C(C(=O)N(C=2C=NC=CC2C2=C(C=CC=C2)C)C)C=C(C1)C(F)(F)F (3-(2-Hydroxy-ethylamino)-N-methyl-N-(4-o-tolyl-pyridin-3-yl)-5-trifluoromethyl-benzamide). Reaction SMILES: ClC1C=CC=CC=1C1C=CN=CC=1N(CCS(C)(=O)=O)[C:15](=[O:30])[C:16]1C=C(C(F)(F)F)C=C(C(F)(F)F)C=1.[NH2:37][C:38]1[CH:39]=[C:40]([CH:58]=[C:59]([C:61]([F:64])([F:63])[F:62])[CH:60]=1)[C:41]([N:43]([CH3:57])[C:44]1[CH:45]=[N:46][CH:47]=[CH:48][C:49]=1[C:50]1[CH:55]=[CH:54][CH:53]=[CH:52][C:51]=1[CH3:56])=[O:42].BrCCO>>[OH:30][CH2:15][CH2:16][NH:37][C:38]1[CH:39]=[C:40]([CH:58]=[C:59]([C:61]([F:64])([F:62])[F:63])[CH:60]=1)[C:41]([N:43]([CH3:57])[C:44]1[CH:45]=[N:46][CH:47]=[CH:48][C:49]=1[C:50]1[CH:55]=[CH:54][CH:53]=[CH:52][C:51]=1[CH3:56])=[O:42]. Procedure: The title compound was prepared in analogy to example 85, intermediate c, from 3-amino-N-methyl-N-(4-o-tolylpyridin-3-yl)-5-(trifluoromethyl)benzamide (example 164) and 2-bromoethanol after a reaction time of 48 hours at 80° C. Light yellow oil (11%). MS (ESI): m/z=430.175 [M+H]+. The reactants are CCO, N#CCc1ccc(Cl)cc1, [Na+], [OH-]. Yields the product N#CC(=CO)c1ccc(Cl)cc1. Reaction SMILES: [CH3:13][CH2:14][OH:15].[Cl:1][c:2]1[cH:3][cH:4][c:5]([CH2:8][C:9]#[N:10])[cH:6][cH:7]1.[Na+:12].[OH-:11]>>[Cl:1][c:2]1[cH:3][cH:4][c:5]([C:8]([C:9]#[N:10])=[CH:14][OH:15])[cH:6][cH:7]1. Starting materials: C[Si](C)(C)C1=C([Sn](C)(C)C)CC=C1, CCB(Cl)CC. Yields the product CCB(CC)C1=C([Si](C)(C)C)C=CC1. Reaction SMILES: [CH3:1][Sn:2]([C:3]1=[C:4]([Si:8]([CH3:9])([CH3:10])[CH3:11])[CH:5]=[CH:6][CH2:7]1)([CH3:12])[CH3:13].[Cl:14][B:15]([CH2:16][CH3:17])[CH2:18][CH3:19]>>[C:3]1([B:15]([CH2:16][CH3:17])[CH2:18][CH3:19])=[C:4]([Si:8]([CH3:9])([CH3:10])[CH3:11])[CH:5]=[CH:6][CH2:7]1.